This data is from the Open Reaction Database (ORD), a public repository of structured organic reaction records. The task is: describe an organic reaction: reactants, conditions, products, and yield The reactants are CC(C)(C)C1C(O)=C(C2=NS(=O)(=O)c3c(O)cccc32)C(=O)N1Cc1ccc(F)cc1, CC(C)=O, CNC(=O)CCl, [K+], [K+], O=C([O-])[O-]. The product is CNC(=O)COc1cccc2c1S(=O)(=O)N=C2C1=C(O)C(C(C)(C)C)N(Cc2ccc(F)cc2)C1=O. RXN SMILES: [C:1]([CH3:2])([CH3:3])([CH3:4])[CH:5]1[C:6]([OH:31])=[C:7]([C:19]2=[N:20][S:21](=[O:29])(=[O:30])[c:22]3[c:23]2[cH:24][cH:25][cH:26][c:27]3[OH:28])[C:8](=[O:18])[N:9]1[CH2:10][c:11]1[cH:12][cH:13][c:14]([F:17])[cH:15][cH:16]1.[CH3:44][C:45](=[O:46])[CH3:47].[Cl:32][CH2:33][C:34](=[O:35])[NH:36][CH3:37].[K+:38].[K+:39].[O-:40][C:41]([O-:42])=[O:43]>>[C:1]([CH3:2])([CH3:3])([CH3:4])[CH:5]1[C:6]([OH:31])=[C:7]([C:19]2=[N:20][S:21](=[O:29])(=[O:30])[c:22]3[c:23]2[cH:24][cH:25][cH:26][c:27]3[O:28][CH2:33][C:34](=[O:35])[NH:36][CH3:37])[C:8](=[O:18])[N:9]1[CH2:10][c:11]1[cH:12][cH:13][c:14]([F:17])[cH:15][cH:16]1.